Dataset: the Open Reaction Database (ORD), a public repository of structured organic reaction records. Task: describe an organic reaction: reactants, conditions, products, and yield Reactants: C1=CC=C(C=C1)CCBr (β-phenethyl bromide), N1CCNCC1 (piperzine). The product is C1(=CC=CC=C1)CCN1CCNCC1 (1-(2-Phenylethyl)piperazine). Isolated yield 92.0%. Reaction SMILES: [CH:1]1[CH:6]=[CH:5][C:4]([CH2:7][CH2:8]Br)=[CH:3][CH:2]=1.[NH:10]1[CH2:15][CH2:14][NH:13][CH2:12][CH2:11]1>>[C:4]1([CH2:7][CH2:8][N:10]2[CH2:15][CH2:14][NH:13][CH2:12][CH2:11]2)[CH:5]=[CH:6][CH:1]=[CH:2][CH:3]=1. Procedure details: Using β-phenethyl bromide and piperzine, the procedure of Reference Example 16 was otherwise repeated to provide the title compound. Yield 92%. Starting materials: Cc1onc(-c2ccccc2)c1COc1ccc(C(=O)O)cn1, CN1CCC(N)CC1, CCN(C(C)C)C(C)C, F[B-](F)(F)F, CN(C)C=O, CN(C)C(On1nnc2ccccc21)=[N+](C)C. Yields the product Cc1onc(-c2ccccc2)c1COc1ccc(C(=O)NC2CCN(C)CC2)cn1. RXN SMILES: [CH3:1][c:2]1[c:3]([CH2:13][O:14][c:15]2[n:16][cH:17][c:18]([C:19](=[O:20])[OH:21])[cH:22][cH:23]2)[c:4](-[c:7]2[cH:8][cH:9][cH:10][cH:11][cH:12]2)[n:5][o:6]1.[CH3:55][N:56]1[CH2:57][CH2:58][CH:59]([NH2:62])[CH2:60][CH2:61]1.[CH:46]([N:47]([CH2:48][CH3:49])[CH:50]([CH3:51])[CH3:52])([CH3:53])[CH3:54].[F:24][B-:25]([F:26])([F:27])[F:28].[O:63]=[CH:64][N:65]([CH3:66])[CH3:67].[n:29]1([O:30][C:31]([N:32]([CH3:33])[CH3:34])=[N+:35]([CH3:36])[CH3:37])[c:38]2[cH:39][cH:40][cH:41][cH:42][c:43]2[n:44][n:45]1>>[CH3:1][c:2]1[c:3]([CH2:13][O:14][c:15]2[n:16][cH:17][c:18]([C:19](=[O:21])[NH:62][CH:59]3[CH2:58][CH2:57][N:56]([CH3:55])[CH2:61][CH2:60]3)[cH:22][cH:23]2)[c:4](-[c:7]2[cH:8][cH:9][cH:10][cH:11][cH:12]2)[n:5][o:6]1. Starting materials: COC=1C=C2C(=C(C=NC2=CC1)C(=O)OCC)O (6-methoxy-4-hydroxy-3-ethoxycarbonylquinoline), O=P(Cl)(Cl)Cl (POCl3), P(Cl)(Cl)(Cl)(Cl)Cl (PCl5). Solvent: C1(=CC=CC=C1)C (toluene). Yields the product COC=1C=C2C(=C(C=NC2=CC1)C(=O)OCC)Cl (6-methoxy-4-chloro-3-ethoxycarbonylquinoline). As a reaction SMILES: [CH3:1][O:2][C:3]1[CH:4]=[C:5]2[C:10](=[CH:11][CH:12]=1)[N:9]=[CH:8][C:7]([C:13]([O:15][CH2:16][CH3:17])=[O:14])=[C:6]2O.O=P(Cl)(Cl)[Cl:21].P(Cl)(Cl)(Cl)(Cl)Cl>C1(C)C=CC=CC=1>[CH3:1][O:2][C:3]1[CH:4]=[C:5]2[C:10](=[CH:11][CH:12]=1)[N:9]=[CH:8][C:7]([C:13]([O:15][CH2:16][CH3:17])=[O:14])=[C:6]2[Cl:21]. Procedure: To a stirred solution of the crude 6-methoxy-4-hydroxy-3-ethoxycarbonylquinoline (Step A, 74 g, 0.25 M) in dry toluene (300 mL) was added POCl3 (46.6 mL, 0.5 mol) followed by PCl5 (26 g, 0.125 mol). The mixture was heated at reflux for 6 h. The toluene and the excess of POCl3 were removed under vacuum. The solid residue was suspended into a mixture of 1N NaOH and ice. The resulting solid was filtered off, washed several times with water, then with a minimum amount of MeOH, and dried over P2O5 to... The reactants are CCOC(=O)c1csc(N)n1, ClCCl, CN(C)C=O, O=C(Nc1ccc(C(CC2CCCC2)C(=O)O)cc1)c1cccnc1, CCN(C(C)C)C(C)C, O=C(Cl)C(=O)Cl, C1CCOC1. The product is CCOC(=O)c1csc(NC(=O)C(CC2CCCC2)c2ccc(NC(=O)c3cccnc3)cc2)n1. Reaction SMILES: [CH2:32]([CH3:33])[O:34][C:35](=[O:36])[c:37]1[n:38][c:39]([NH2:42])[s:40][cH:41]1.[CH2:52]([Cl:53])[Cl:54].[CH3:60][N:61]([CH3:62])[CH:63]=[O:64].[CH:1]1([CH2:6][CH:7]([C:8](=[O:9])[OH:10])[c:11]2[cH:12][cH:13][c:14]([NH:17][C:18](=[O:19])[c:20]3[cH:21][n:22][cH:23][cH:24][cH:25]3)[cH:15][cH:16]2)[CH2:2][CH2:3][CH2:4][CH2:5]1.[CH:43]([N:44]([CH2:45][CH3:46])[CH:47]([CH3:48])[CH3:49])([CH3:50])[CH3:51].[Cl:26][C:27]([C:28]([Cl:29])=[O:30])=[O:31].[O:55]1[CH2:56][CH2:57][CH2:58][CH2:59]1>>[CH:1]1([CH2:6][CH:7]([C:8](=[O:9])[NH:42][c:39]2[n:38][c:37]([C:35]([O:34][CH2:32][CH3:33])=[O:36])[cH:41][s:40]2)[c:11]2[cH:12][cH:13][c:14]([NH:17][C:18](=[O:19])[c:20]3[cH:21][n:22][cH:23][cH:24][cH:25]3)[cH:15][cH:16]2)[CH2:2][CH2:3][CH2:4][CH2:5]1. Starting materials: C[C@@]1(NC=2N(C(C=C(N2)N2CCOCC2)=O)C1)C(F)(F)F ((2S)-2-methyl-7-(morpholin-4-yl)-2-(trifluoromethyl)-2,3-dihydroimidazo[1,2-a]pyrimidin-5(1H)-one), BrCCC1=CC(=CC=C1)Cl (1-(2-bromoethyl)-3-chlorobenzene), C([O-])([O-])=O.[Cs+].[Cs+] (caesium carbonate). Yields the product ClC=1C=C(C=CC1)CCN1[C@@](CN2C1=NC(=CC2=O)N2CCOCC2)(C(F)(F)F)C ((2S)-1-[2-(3-Chlorophenyl)ethyl]-2-methyl-7-(morpholin-4-yl)-2-(trifluoromethyl)-2,3-dihydroimidazo[1,2-a]pyrimidin-5(1H)-one). RXN SMILES: [CH3:1][C@@:2]1([C:18]([F:21])([F:20])[F:19])[CH2:17][N:5]2[C:6](=[O:16])[CH:7]=[C:8]([N:10]3[CH2:15][CH2:14][O:13][CH2:12][CH2:11]3)[N:9]=[C:4]2[NH:3]1.Br[CH2:23][CH2:24][C:25]1[CH:30]=[CH:29][CH:28]=[C:27]([Cl:31])[CH:26]=1.C(=O)([O-])[O-].[Cs+].[Cs+]>>[Cl:31][C:27]1[CH:26]=[C:25]([CH2:24][CH2:23][N:3]2[C:4]3=[N:9][C:8]([N:10]4[CH2:11][CH2:12][O:13][CH2:14][CH2:15]4)=[CH:7][C:6](=[O:16])[N:5]3[CH2:17][C@@:2]2([CH3:1])[C:18]([F:21])([F:19])[F:20])[CH:30]=[CH:29][CH:28]=1 |f:2.3.4|. Procedure details: The product is prepared according to the procedure described in stage k of Example 1, using 100 mg of (2S)-2-methyl-7-(morpholin-4-yl)-2-(trifluoromethyl)-2,3-dihydroimidazo[1,2-a]pyrimidin-5(1H)-one (Example 1j) and 87 mg of 1-(2-bromoethyl)-3-chlorobenzene, replacing the sodium hydride with 214 mg of caesium carbonate. After purification by preparative HPLC/MS (method C), 38 mg of (2S)-1-[2-(3-chlorophenyl)ethyl]-2-methyl-7-(morpholin-4-yl)-2-(trifluoromethyl)-2,3-dihydroimidazo[1,2-a]pyrimidi... Starting materials: compounds 31a-g, C(C)(=O)OC1=C(C=C(C=C1)C(NC=1C(OC2=C(C(=CC=C2C1)OC1CCN(CC1)C)C)=O)=O)CC=C(C)C (4-(8-Methyl-7-(1-methylpiperidin-4-yloxy)-2-oxo-2H-chromen-3-ylcarbamoyl)-2-(3-methylbut-2-enyl)phenyl acetate). Run in C(C)N(CC)CC.CO (triethylamine methanol). Reaction conditions: time 8 hour. Product: OC1=C(C=C(C(=O)NC=2C(OC3=C(C(=CC=C3C2)OC2CCN(CC2)C)C)=O)C=C1)CC=C(C)C (4-Hydroxy-N-(8-methyl-7-(1-methylpiperidin-4-yloxy)-2-oxo-2H-chromen-3-yl)-3-(3-methylbut-2-enyl)benzamide), solid. Yield: 73.0%. As a reaction SMILES: C([O:4][C:5]1[CH:10]=[CH:9][C:8]([C:11](=[O:33])[NH:12][C:13]2[C:14](=[O:32])[O:15][C:16]3[C:21]([CH:22]=2)=[CH:20][CH:19]=[C:18]([O:23][CH:24]2[CH2:29][CH2:28][N:27]([CH3:30])[CH2:26][CH2:25]2)[C:17]=3[CH3:31])=[CH:7][C:6]=1[CH2:34][CH:35]=[C:36]([CH3:38])[CH3:37])(=O)C>C(N(CC)CC)C.CO>[OH:4][C:5]1[CH:10]=[CH:9][C:8]([C:11]([NH:12][C:13]2[C:14](=[O:32])[O:15][C:16]3[C:21]([CH:22]=2)=[CH:20][CH:19]=[C:18]([O:23][CH:24]2[CH2:29][CH2:28][N:27]([CH3:30])[CH2:26][CH2:25]2)[C:17]=3[CH3:31])=[O:33])=[CH:7][C:6]=1[CH2:34][CH:35]=[C:36]([CH3:38])[CH3:37] |f:1.2|. Procedure: General procedure IV for the preparation of compounds 31a-g: Compound 29a (52 mg, 0.1 mmol) was dissolved in 10% triethylamine/methanol (3 mL). The solution was stirred at room temperature overnight and concentrated. The residue was purified by column chromatography on silica by using methylene chloride and methanol (10:1) to give 31a as a white, amorphous solid (37 mg, 73%). 1H NMR (500 MHz, DMSOd6) δ 9.22 (s, 1H), 8.47 (s, 1H), 7.68˜7.66 (m, 2H), 7.53 (d, J=8.7, 1H), 7.11 (d, J=8.9, 1H), 6.90 ... Reactants: CC=1C=C(N)C=C(C1)C(F)(F)F (3-methyl-5-(trifluoromethyl)aniline), C1CC(=O)N(C1=O)Br (NBS). Run in C(Cl)Cl (CH2Cl2). Conditions: temperature 0 celsius, time 8 hour. Yields the product BrC1=C(C=C(N)C=C1C(F)(F)F)C (4-bromo-3-methyl-5-(trifluoromethyl)aniline). RXN SMILES: [CH3:1][C:2]1[CH:3]=[C:4]([CH:6]=[C:7]([C:9]([F:12])([F:11])[F:10])[CH:8]=1)[NH2:5].C1C(=O)N([Br:20])C(=O)C1>C(Cl)Cl>[Br:20][C:8]1[C:7]([C:9]([F:10])([F:11])[F:12])=[CH:6][C:4]([NH2:5])=[CH:3][C:2]=1[CH3:1]. Reported procedure: 3-methyl-5-(trifluoromethyl)aniline (4.84 g, 0.011 mol) was dissolved in CH2Cl2 and cooled to 0° C. NBS (4.92 g, 1 eq) was added and the mixture stirred overnight. The reaction mixture was loaded onto silica gel and eluted with 0-20% EtOAc in hexane to give 2.3 g of M21-1.